This data is from the Open Reaction Database (ORD), a public repository of structured organic reaction records. The task is: describe an organic reaction: reactants, conditions, products, and yield The reactants are O (water), O=C[C@H](O)[C@@H](O)[C@H](O)[C@H](O)CO (D-glucose), N[C@@H]([C@@H](C)CC)C(=O)N[C@@H](CC(=O)O)C(=O)O (isoleucyl-aspartic acid), C(=O)(O)[O-].[Na+] (NaHCO3). The solvent is CO (methanol). Reaction SMILES: O=[CH:2][C@@H:3]([C@H:5]([C@@H:7]([C@@H:9]([CH2:11][OH:12])[OH:10])[OH:8])[OH:6])[OH:4].[NH2:13][C@H:14]([C:19]([NH:21][C@H:22]([C:27]([OH:29])=[O:28])[CH2:23][C:24]([OH:26])=[O:25])=[O:20])[C@H:15]([CH2:17][CH3:18])[CH3:16].C([O-])(O)=O.[Na+].O>CO>[CH2:2]([NH:13][C@H:14]([C:19]([NH:21][C@H:22]([C:27]([OH:29])=[O:28])[CH2:23][C:24]([OH:26])=[O:25])=[O:20])[C@H:15]([CH2:17][CH3:18])[CH3:16])[C:3]1([O:12][CH2:11][C@@H:9]([OH:10])[C@@H:7]([OH:8])[C@@H:5]1[OH:6])[OH:4] |f:2.3|. Procedure: 30 g of anhydrous D-glucose were dissolved together with 3 g of isoleucyl-aspartic acid in 1.2 l of methanol, and 200 mg of NaHCO3 were added. The mixture was subsequently heated under reflux for 2 hours. The water which had formed was then removed by distillation with butanol, and the reaction mixture was diluted with methanol and again heated for 2 hours. After completion of the reaction, solvent was removed from the solution in vacuo, and the residue, in 300 ml of water, was applied to a 600 ... Yields the product C(C1(O)[C@@H](O)[C@H](O)[C@H](O)CO1)N[C@@H]([C@@H](C)CC)C(=O)N[C@@H](CC(=O)O)C(=O)O (N-(1-deoxyfructopyranos-1-yl)-isoleucylaspartic acid).